From a dataset of the Open Reaction Database (ORD), a public repository of structured organic reaction records. describe an organic reaction: reactants, conditions, products, and yield Starting materials: N[C@H](CO)CCC(OC)C1=CC=C(C=C1)Cl ((S)-2-amino-5-(4-chloro-phenyl)-5-methoxy-pentan-1-ol), N#CBr (cyanogen bromide). Product: ClC1=CC=C(C=C1)C(CC[C@@H]1N=C(OC1)N)OC ((S)-4-[3-(4-chloro-phenyl)-3-methoxy-propyl]-4,5-dihydro-oxazol-2-ylamine). Reaction SMILES: [NH2:1][C@@H:2]([CH2:5][CH2:6][CH:7]([C:10]1[CH:15]=[CH:14][C:13]([Cl:16])=[CH:12][CH:11]=1)[O:8][CH3:9])[CH2:3][OH:4].[N:17]#[C:18]Br>>[Cl:16][C:13]1[CH:14]=[CH:15][C:10]([CH:7]([O:8][CH3:9])[CH2:6][CH2:5][C@H:2]2[CH2:3][O:4][C:18]([NH2:17])=[N:1]2)=[CH:11][CH:12]=1. Procedure: In analogy to example 1d (S)-2-amino-5-(4-chloro-phenyl)-5-methoxy-pentan-1-ol was reacted with cyanogen bromide to give (S)-4-[3-(4-chloro-phenyl)-3-methoxy-propyl]-4,5-dihydro-oxazol-2-ylamine (mixture of epimers). White solid. MS (ISP): 271.2 ([{37Cl}M+H]+), 269.2 ([{35Cl}M+H]+). Reactants: COC(=O)CO, C1CCOC1, COc1ccc(Oc2c(Cl)c(F)nc(F)c2Cl)cc1C(C)C, Cl, [H-], [Na+]. Yields the product COC(=O)COc1nc(F)c(Cl)c(Oc2ccc(OC)c(C(C)C)c2)c1Cl. RXN SMILES: [C:23]([CH2:24][OH:25])(=[O:26])[O:27][CH3:28].[CH2:32]1[O:33][CH2:34][CH2:35][CH2:36]1.[Cl:1][c:2]1[c:3]([F:22])[n:4][c:5]([F:21])[c:6]([Cl:20])[c:7]1[O:8][c:9]1[cH:10][c:11]([CH:17]([CH3:18])[CH3:19])[c:12]([O:15][CH3:16])[cH:13][cH:14]1.[ClH:31].[H-:29].[Na+:30]>>[Cl:1][c:2]1[c:3]([O:25][CH2:24][C:23](=[O:26])[O:27][CH3:28])[n:4][c:5]([F:21])[c:6]([Cl:20])[c:7]1[O:8][c:9]1[cH:10][c:11]([CH:17]([CH3:18])[CH3:19])[c:12]([O:15][CH3:16])[cH:13][cH:14]1. Starting materials: C=C1CC(=O)O1 (diketene), C12(C(CC(CC1)C2(C)C)N)C (2-bornylamine). Solvent: C(C)(C)OC(C)C (isopropyl ether). Reaction conditions: temperature 20 celsius, time 4 hour. The product is C12(C(CC(CC1)C2(C)C)NC(CC(C)=O)=O)C (N-(2-bornyl)-acetylacetamide). The yield is 83.9%. As a reaction SMILES: [CH2:1]=[C:2]1[O:6][C:4](=[O:5])[CH2:3]1.[C:7]12([CH3:17])[C:13]([CH3:15])([CH3:14])[CH:10]([CH2:11][CH2:12]1)[CH2:9][CH:8]2[NH2:16]>C(OC(C)C)(C)C>[C:7]12([CH3:17])[C:13]([CH3:14])([CH3:15])[CH:10]([CH2:11][CH2:12]1)[CH2:9][CH:8]2[NH:16][C:4](=[O:5])[CH2:3][C:2](=[O:6])[CH3:1]. Procedure: 16.8 g of diketene were added with stirring to a mixture of 30 g of 2-bornylamine and 200 ml of isopropyl ether and after stirring for 4 hours at 20° C., the mixture was evaporated to dryness under reduced pressure. The residue was chromatographed over silica gel and elution with a 9-1 methylene chloride-acetone mixture gave 39 g of N-(2-bornyl)-acetylacetamide. 30 g of the latter product and 1 g of p-toluene sulfonic acid were added to a mixture of 20 g of methyl orthoformate and 30 ml of metha... The reactants are CC(C)(C)OC(=O)NC(Cc1ccccc1)C(=O)[O-], CC(C)=O, [I-], NC(Cc1ccccc1)C(=O)O, O. Yields the product CC(C)(C)OC(=O)NC(Cc1ccccc1)C(=O)OCI. Reaction SMILES: [C:14]([CH3:15])([CH3:16])([CH3:17])[O:18][C:19](=[O:20])[NH:21][CH:22]([CH2:23][c:24]1[cH:25][cH:26][cH:27][cH:28][cH:29]1)[C:30](=[O:31])[O-:32].[CH3:34][C:35](=[O:36])[CH3:37].[I-:1].[NH2:2][CH:3]([C:4](=[O:5])[OH:6])[CH2:7][c:8]1[cH:9][cH:10][cH:11][cH:12][cH:13]1.[OH2:33]>>[I:1][CH2:3][O:32][C:30]([CH:22]([NH:21][C:19]([O:18][C:14]([CH3:15])([CH3:16])[CH3:17])=[O:20])[CH2:23][c:24]1[cH:25][cH:26][cH:27][cH:28][cH:29]1)=[O:31]. Reactants: cis-1-amino-2-indanols, N[C@@H]1[C@@H](CC2=CC=CC=C12)O ((1S,2R)-1-amino-2-indanol), N[C@H]1[C@H](CC2=CC=CC=C12)O ((1R,2S)-1-amino-2-indanol). The reagents and catalysts are S,S-salen. The product is C1C=CC2=CC=CC=C12 (indene). As a reaction SMILES: N[C@H:2]1[C:10]2[C:5](=[CH:6][CH:7]=[CH:8][CH:9]=2)[CH2:4][C@H:3]1O.N[C@@H]1C2C(=CC=CC=2)C[C@@H]1O>>[CH2:2]1[C:10]2[C:5](=[CH:6][CH:7]=[CH:8][CH:9]=2)[CH:4]=[CH:3]1. Procedure: The trans amide can be made from the epoxide either (1) by treating the indene oxide with ammonia or a primary amine to produce a trans-1-amino-2-indanol and reacting the trans-1-amino-2-indanol with an acylating agent, or (2) by treating the epoxide with an amide anion to produce the trans hydroxy amide directly. In one embodiment the indene is oxidized with aqueous hypochlorite in the presence of a chiral salen catalyst to produce a partially resolved epoxide, which is converted to the partial... Reactants: FC(C1=CC=C(N=N1)C1=CC(NC=C1)=O)(F)F (4-(6-(Trifluoromethyl)pyridazin-3-yl)pyridin-2(1H)-one), BrC=1C=CC=2C3=C(N(C2C1)C)CCN(C3)C(=O)OC(C)(C)C (tert-butyl 7-bromo-5-methyl-3,4-dihydro-1H-pyrido[4,3-b]indole-2(5H)-carboxylate). The product is CN1C2=C(C=3C=CC(=CC13)N1C(C=C(C=C1)C=1N=NC(=CC1)C(F)(F)F)=O)CN(CC2)C(=O)OC(C)(C)C (tert-Butyl 5-methyl-7-(2-oxo-4-(6-(trifluoromethyl)pyridazin-3-yl)pyridin-1(2H)-yl)-3,4-dihydro-1H-pyrido[4,3-b]indole-2(5H)-carboxylate). Yield: 45.7%. Reaction SMILES: [F:1][C:2]([F:17])([F:16])[C:3]1[N:8]=[N:7][C:6]([C:9]2[CH:14]=[CH:13][NH:12][C:11](=[O:15])[CH:10]=2)=[CH:5][CH:4]=1.Br[C:19]1[CH:20]=[CH:21][C:22]2[C:23]3[CH2:32][N:31]([C:33]([O:35][C:36]([CH3:39])([CH3:38])[CH3:37])=[O:34])[CH2:30][CH2:29][C:24]=3[N:25]([CH3:28])[C:26]=2[CH:27]=1>>[CH3:28][N:25]1[C:26]2[CH:27]=[C:19]([N:12]3[CH:13]=[CH:14][C:9]([C:6]4[N:7]=[N:8][C:3]([C:2]([F:1])([F:16])[F:17])=[CH:4][CH:5]=4)=[CH:10][C:11]3=[O:15])[CH:20]=[CH:21][C:22]=2[C:23]2[CH2:32][N:31]([C:33]([O:35][C:36]([CH3:39])([CH3:38])[CH3:37])=[O:34])[CH2:30][CH2:29][C:24]1=2. Reported procedure: 4-(6-(Trifluoromethyl)pyridazin-3-yl)pyridin-2(1H)-one (60 mg, 0.25 mmol) and tert-butyl 7-bromo-5-methyl-3,4-dihydro-1H-pyrido[4,3-b]indole-2(5H)-carboxylate (90 mg, 0.25 mmol) were reacted following the procedure of Example 30 (step g) to provide the title compound (60 mg, 46%) as a yellow solid: 1H NMR (500 MHz, CDCl3) δ 8.10 (d, J=8.8 Hz, 1H), 7.79 (d, J=8.8 Hz, 1H), 7.66 (d, J=7.0 Hz, 1H), 7.56 (d, J=8.2 Hz, 1H), 7.38 (d, J=1.3 Hz, 1H), 7.26-7.24 (m, 2H), 7.10 (d, J=7.8 Hz, 1H), 4.66 (s, 2H... Starting materials: C(C1=CC=CC=C1)OC(=O)N1[C@H](CCC1)CC1=CNC2=CC=C(C=C12)Br (3-(1-benzyloxycarbonylpyrrolidin-2(R)-ylmethyl)-5-bromo-1H-indole), Br.C(C)(=O)O (hydrogen bromide acetic acid). The product is N (ammonia), BrC=1C=C2C(=CNC2=CC1)C[C@@H]1NCCC1 (5-Bromo-3-(pyrrolidin-2(R)-ylmethyl)-1H-indole). Isolated yield 59.5%. Reaction SMILES: C(OC([N:11]1[CH2:15][CH2:14][CH2:13][C@@H:12]1[CH2:16][C:17]1[C:25]2[C:20](=[CH:21][CH:22]=[C:23]([Br:26])[CH:24]=2)[NH:19][CH:18]=1)=O)C1C=CC=CC=1.Br.C(O)(=O)C>>[NH3:11].[Br:26][C:23]1[CH:24]=[C:25]2[C:20](=[CH:21][CH:22]=1)[NH:19][CH:18]=[C:17]2[CH2:16][C@H:12]1[CH2:13][CH2:14][CH2:15][NH:11]1 |f:1.2|. Procedure details: To 3-(1-benzyloxycarbonylpyrrolidin-2(R)-ylmethyl)-5-bromo-1H-indole (see Preparation 35B) (10.0 g, 24.2 mmol) was added dropwise hydrogen bromide/acetic acid (36% w/w) (17 ml) at 0° C., with stirring. After 50 minutes at 0° C. the solvent was removed by evaporation under reduced pressure, and the residue azeotroped with toluene. The resulting oil was partitioned between dichloromethane and 2M aqueous sodium carbonate. The separated aqueous phase was re-extracted with dichloromethane and the com... The reactants are C1(CCCCC1)=O (Cyclohexanone), C(C)(=O)O (acetic acid), C(C)(=O)O[BH-](OC(C)=O)OC(C)=O.[Na+] (sodium triacetoxyborohydride), C(C)OCC=1N(C2=C(C=NC=3C=CC=CC23)N1)N (2-(Ethoxymethyl)-1H-imidazo[4,5-c]quinolin-1-amine), crude product, hydrazone, NN (hydrazine), [BH4-].[Na+] (sodium borohydride). Run in CO (methanol), 1,2-dichloromethane. Run at time 5 day. The product is C1(CCCCC1)NN1C(=NC=2C=NC=3C=CC=CC3C21)COCC (N-cyclohexyl-2-(ethoxymethyl)-1H-imidazo[4,5-c]quinolin-1-amine). Yield: 42.4%. As a reaction SMILES: [CH2:1]([O:3][CH2:4][C:5]1[N:6]([NH2:18])[C:7]2[C:16]3[CH:15]=[CH:14][CH:13]=[CH:12][C:11]=3[N:10]=[CH:9][C:8]=2[N:17]=1)[CH3:2].[C:19]1(=O)[CH2:24][CH2:23][CH2:22][CH2:21][CH2:20]1.C(O)(=O)C.C(O[BH-](OC(=O)C)OC(=O)C)(=O)C.[Na+].NN.[BH4-].[Na+]>CO>[CH:19]1([NH:18][N:6]2[C:7]3[C:16]4[CH:15]=[CH:14][CH:13]=[CH:12][C:11]=4[N:10]=[CH:9][C:8]=3[N:17]=[C:5]2[CH2:4][O:3][CH2:1][CH3:2])[CH2:24][CH2:23][CH2:22][CH2:21][CH2:20]1 |f:3.4,6.7|. Reported procedure: 2-(Ethoxymethyl)-1H-imidazo[4,5-c]quinolin-1-amine (0.900 g, 3.71 mmol) was placed in a 50 mL round bottom flask, dissolved in 1,2-dichloromethane, and placed under N2. Cyclohexanone (1.19 mL, 11.5 mmol), acetic acid (0.45 mL, 7.79 mmol) and sodium triacetoxyborohydride (1.65 g, 7.79 mmol) were added and the reaction was stirred under N2 at room temperature for 5 days. The reaction was quenched by slow addition of saturated NaHCO3 solution (25 mL) and dichloromethane (25 mL). The mixture was tra...